This data is from the Open Reaction Database (ORD), a public repository of structured organic reaction records. The task is: describe an organic reaction: reactants, conditions, products, and yield Reactants: C(C)(C)(C)OC(=O)NC1=NC(=NS1)/C(/C(=O)N[C@H]1[C@@H]2N(C(=C(CS2)COC(CC(C)=O)=O)C(=O)O)C1=O)=N/OC (7β-[2-(5-tert-butoxycarbonylamino-1,2,4-thiadiazol-3-yl)-2(Z)-methoxyiminoacetamido]-3-(3-oxobutyryloxymethyl)-3-cephem-4-carboxylic acid). Solvent: FC(C(=O)O)(F)F (trifluoroacetic acid). Run at time 30 minute. Yields the product NC1=NC(=NS1)/C(/C(=O)N[C@H]1[C@@H]2N(C(=C(CS2)COC(CC(C)=O)=O)C(=O)O)C1=O)=N/OC (7β-[2-(5-Amino-1,2,4-thiadiazol-3-yl)-2(Z)methoxyiminoacetamido]-3-(3-oxobutyryloxymethyl)- 3-cephem-4-carboxylic acid). Isolated yield 92.4%. Reaction SMILES: C(OC([NH:8][C:9]1[S:13][N:12]=[C:11](/[C:14](=[N:38]/[O:39][CH3:40])/[C:15]([NH:17][C@@H:18]2[C:36](=[O:37])[N:20]3[C:21]([C:33]([OH:35])=[O:34])=[C:22]([CH2:25][O:26][C:27](=[O:32])[CH2:28][C:29](=[O:31])[CH3:30])[CH2:23][S:24][C@H:19]23)=[O:16])[N:10]=1)=O)(C)(C)C>FC(F)(F)C(O)=O>[NH2:8][C:9]1[S:13][N:12]=[C:11](/[C:14](=[N:38]/[O:39][CH3:40])/[C:15]([NH:17][C@@H:18]2[C:36](=[O:37])[N:20]3[C:21]([C:33]([OH:35])=[O:34])=[C:22]([CH2:25][O:26][C:27](=[O:32])[CH2:28][C:29](=[O:31])[CH3:30])[CH2:23][S:24][C@H:19]23)=[O:16])[N:10]=1. Procedure details: To 50 ml of trifluoroacetic acid is added 13 g of 7β-[2-(5-tert-butoxycarbonylamino-1,2,4-thiadiazol-3-yl)-2(Z)-methoxyiminoacetamido]-3-(3-oxobutyryloxymethyl)-3-cephem-4-carboxylic acid with stirring under ice-cooling. The cooling bath is removed and stirring is continued for 30 minutes. Trifluoroacetic acid is evaporated off under reduced pressure. To the residue is added 100 ml of ethyl acetate and the ethyl acetate is removed under reduced pressure. To the residue is added 100 ml of diethyl...